This data is from the Open Reaction Database (ORD), a public repository of structured organic reaction records. The task is: describe an organic reaction: reactants, conditions, products, and yield Starting materials: C(C)(=O)N1CCC2=C(CC1)C=CC(=C2S(=O)(=O)C)OC (3-acetyl-7-methoxy-6-methylsulfonyl-2,3,4,5-tetrahydro-1H-3benzazepine), Cl (hydrochloric acid). Product: Cl.COC1=C(C2=C(CCNCC2)C=C1)S(=O)(=O)C (7-methoxy-6-methylsulfonyl-2,3,4,5-tetrahydro-1H-3benzazepine hydrochloride). Reaction SMILES: C([N:4]1[CH2:10][CH2:9][C:8]2[CH:11]=[CH:12][C:13]([O:19][CH3:20])=[C:14]([S:15]([CH3:18])(=[O:17])=[O:16])[C:7]=2[CH2:6][CH2:5]1)(=O)C.[ClH:21]>>[ClH:21].[CH3:20][O:19][C:13]1[CH:12]=[CH:11][C:8]2[CH2:9][CH2:10][NH:4][CH2:5][CH2:6][C:7]=2[C:14]=1[S:15]([CH3:18])(=[O:17])=[O:16] |f:2.3|. Procedure details: Following the procedure of Example 4, 3-acetyl-7-methoxy-6-methylsulfonyl-2,3,4,5-tetrahydro-1H-3benzazepine is treated with hydrochloric acid to give 7-methoxy-6-methylsulfonyl-2,3,4,5-tetrahydro-1H-3benzazepine hydrochloride which is treated with 48% hydrobromic acid to give 7-hydroxy-6-methylsulfonyl-2,3,4,5-tetrahydro-1H-3-benzazepine hydrobromide. Reactants: ice, NCC1=C(CNC=2C=3N(C=CC2)C(=C(N3)C)C)C(=CC=C1)C (8-(2-aminomethyl-6-methylbenzylamino)-2,3-dimethylimidazo[1,2-a]pyridine), N1=CC=CC=C1 (pyridine), ClC(=O)OC (methyl chloroformate). The solvent is C(Cl)Cl (methylene chloride), C(Cl)Cl (Methylene chloride). Conditions: temperature 12 celsius, time 1.5 hour. Yields the product CC=1N=C2N(C=CC=C2NCC2=C(CNC(OC)=O)C=CC=C2C)C1C (Methyl N-(2-(((2,3-dimethylimidazo[1,2-a]pyridine-8-yl)amino)methyl)-3-methylbenzyl)carbamate). Yield: 25.4%. RXN SMILES: [NH2:1][CH2:2][C:3]1[CH:21]=[CH:20][CH:19]=[C:18]([CH3:22])[C:4]=1[CH2:5][NH:6][C:7]1[C:8]2[N:9]([C:13]([CH3:17])=[C:14]([CH3:16])[N:15]=2)[CH:10]=[CH:11][CH:12]=1.N1C=CC=CC=1.Cl[C:30]([O:32][CH3:33])=[O:31]>C(Cl)Cl>[CH3:16][C:14]1[N:15]=[C:8]2[C:7]([NH:6][CH2:5][C:4]3[C:18]([CH3:22])=[CH:19][CH:20]=[CH:21][C:3]=3[CH2:2][NH:1][C:30](=[O:31])[O:32][CH3:33])=[CH:12][CH:11]=[CH:10][N:9]2[C:13]=1[CH3:17]. Procedure details: To an ice cooled solution of 8-(2-aminomethyl-6-methylbenzylamino)-2,3-dimethylimidazo[1,2-a]pyridine (0.17 g, 0.58 mmol), pyridine (0.046 g, 0.58 mmol) in methylene chloride (8 ml) was added methyl chloroformate (0.055 g, 0.58 mmol) and the reaction mixture was stirred for 1.5 h. and the temperature was allowed to raise to 12° C. Methylene chloride was added and the solution was washed twice with water. The organic layer was separated, washed with saturated sodium bicarbonate, dried and evapora... Reactants: Cl.FC1CCNCC1 (4-Fluoropiperidine HCl), C(CO)#N (glycolonitrile), aqueous solution, C([O-])([O-])=O.[Na+].[Na+] (Sodium carbonate). Run in O (water). Conditions: temperature 70 celsius, time 1.5 hour. Product: FC1CCN(CC1)CC#N (2-(4-fluoropiperidin-1-yl)acetonitrile). As a reaction SMILES: Cl.[F:2][CH:3]1[CH2:8][CH2:7][NH:6][CH2:5][CH2:4]1.[C:9](#[N:12])[CH2:10]O.C(=O)([O-])[O-].[Na+].[Na+]>O>[F:2][CH:3]1[CH2:8][CH2:7][N:6]([CH2:10][C:9]#[N:12])[CH2:5][CH2:4]1 |f:0.1,3.4.5|. Procedure details: 4-Fluoropiperidine HCl (801 mg, 5.74 mmol) was added dropwise to a stirred aqueous solution of glycolonitrile (647 uL of a 52% aqueous solution, 6.31 mmol) at 5° C. Sodium carbonate (912 mg, 8.60 mmol) was added and the solution was stirred at 70° C. for 1.5 h. The solution was cooled, diluted with water (2 mL), washed with Et2O (3×4 ml). The organic fraction was dried and the solvent evaporated to give 2-(4-fluoropiperidin-1-yl)acetonitrile as a colourless oil. The oil was then dissolved in a 7... Reactants: B, CCOC(C)=O, CSC, O=C(O)c1ccc(C(=O)O)c(Cl)c1, C1CCOC1, O. Yields the product O=C(O)c1ccc(CO)cc1Cl. RXN SMILES: [BH3:4].[CH3:19][CH2:20][O:21][C:22](=[O:23])[CH3:24].[CH3:1][S:2][CH3:3].[Cl:5][c:6]1[c:7]([C:15](=[O:16])[OH:17])[cH:8][cH:9][c:10]([C:12](=[O:13])[OH:14])[cH:11]1.[O:25]1[CH2:26][CH2:27][CH2:28][CH2:29]1.[OH2:18]>>[Cl:5][c:6]1[c:7]([C:15](=[O:16])[OH:17])[cH:8][cH:9][c:10]([CH2:12][OH:13])[cH:11]1. The reactants are C(C)(=O)Cl (acetyl chloride), ice water, ice, CC1=C(C(=CC=C1)C)O (2,6-dimethylphenol), [Cl-].[Al+3].[Cl-].[Cl-] (aluminum chloride). Solvent: ClCCl (dichloromethane). Conditions: time 3 hour. Yields the product CC1=C(C(=CC(=C1)C(C)=O)C)O (2,6-dimethyl-4-acetylphenol). Reaction SMILES: [CH3:1][C:2]1[CH:7]=[CH:6][CH:5]=[C:4]([CH3:8])[C:3]=1[OH:9].[Cl-].[Al+3].[Cl-].[Cl-].[C:14](Cl)(=[O:16])[CH3:15]>ClCCl>[CH3:1][C:2]1[CH:7]=[C:6]([C:14](=[O:16])[CH3:15])[CH:5]=[C:4]([CH3:8])[C:3]=1[OH:9] |f:1.2.3.4|. Procedure: To an ice-cooled solution of 2,6-dimethylphenol (12.2 g, 0.1 mmol) in dichloromethane, anhydrous aluminum chloride (14.4 g) was slowly added with stirring, followed by slow addition of acetyl chloride (9.4 g). The reaction mixture was stirred at 10° C. or below for 1 h, then at room temperature for 3 h. Thereafter, the mixture was poured into ice water. Then, the reaction product was extracted with dichloromethane and the extracted layer was washed with water. Further, the extracted layer was dr...